This data is from the Open Reaction Database (ORD), a public repository of structured organic reaction records. The task is: describe an organic reaction: reactants, conditions, products, and yield Reactants: BrCC1CN2C(CC2O1)=O ((3RS, 5SR)-3-Bromomethyl-4-oxa-1-azabicyclo[3.2.0]heptan-7-one), C1(=CC=CC=C1)[S-].[Na+] (sodium thiophenolate). The solvent is CN(C=O)C (dimethylformamide), CN(C)C=O (DMF), C(C)(=O)OCC (ethyl acetate). Reaction conditions: time 16 hour. Product: C1(=CC=CC=C1)SCC1CN2C(CC2O1)=O ((3RS, 5SR)-3-Phenylthiomethyl-4-oxa-1-azabicyclo[3.2.0]heptan- 7-one). Isolated yield 87.1%. Reaction SMILES: Br[CH2:2][CH:3]1[O:9][CH:8]2[N:5]([C:6](=[O:10])[CH2:7]2)[CH2:4]1.[C:11]1([S-:17])[CH:16]=[CH:15][CH:14]=[CH:13][CH:12]=1.[Na+]>CN(C)C=O.C(OCC)(=O)C>[C:11]1([S:17][CH2:2][CH:3]2[O:9][CH:8]3[N:5]([C:6](=[O:10])[CH2:7]3)[CH2:4]2)[CH:16]=[CH:15][CH:14]=[CH:13][CH:12]=1 |f:1.2|. Reported procedure: (3RS, 5SR)-3-Bromomethyl-4-oxa-1-azabicyclo[3.2.0]heptan-7-one (210 mg, 1.0 mmole) in dry dimethylformamide (2 ml) was added dropwise to a stirred solution of sodium thiophenolate (1.2 mmole) in dry DMF (5 ml). The solution was stirred at room temperature with exclusion of moisture for 16 hours and was then diluted with ethyl acetate (30 ml). The solution was washed three times with water, dried, and the solvent removed to give a colourless oil. The oil was chromatographed on silica gel (15 g) u... Reactants: O=C([O-])O, C=Cc1ccccc1, CCCCCCCCCCCC, NC(N)=O, [Na+], O, OO. The product is c1ccc(C2CO2)cc1. As a reaction SMILES: [C:25](=[O:26])([OH:27])[O-:28].[CH2:1]=[CH:2][c:3]1[cH:4][cH:5][cH:6][cH:7][cH:8]1.[CH3:9][CH2:10][CH2:11][CH2:12][CH2:13][CH2:14][CH2:15][CH2:16][CH2:17][CH2:18][CH2:19][CH3:20].[NH2:21][C:22]([NH2:23])=[O:24].[Na+:29].[OH2:32].[OH:30][OH:31]>>[CH2:1]1[CH:2]([c:3]2[cH:4][cH:5][cH:6][cH:7][cH:8]2)[O:24]1.